Dataset: the Open Reaction Database (ORD), a public repository of structured organic reaction records. Task: describe an organic reaction: reactants, conditions, products, and yield Reactants: OC1=CC=C(C(=O)C2=CC=CC=C2)C=C1 (4-hydroxybenzophenone), CN1C(CCC1)=O (N-methylpyrrolidone). The reagents and catalysts are C1=CC=C2C=C(C=CC2=C1)C(=O)[O-].C1=CC=C2C=C(C=CC2=C1)C(=O)[O-].[Zn+2] (zinc naphthenate). Reaction conditions: temperature 190 celsius. Product: C(=C)OC1=CC=C(C(=O)C2=CC=CC=C2)C=C1 (4-vinyloxybenzophenone). RXN SMILES: [OH:1][C:2]1[CH:15]=[CH:14][C:5]([C:6]([C:8]2[CH:13]=[CH:12][CH:11]=[CH:10][CH:9]=2)=[O:7])=[CH:4][CH:3]=1.CN1CC[CH2:19][C:18]1=O>C1C=C2C(C=C(C([O-])=O)C=C2)=CC=1.C1C=C2C(C=C(C([O-])=O)C=C2)=CC=1.[Zn+2]>[CH:18]([O:1][C:2]1[CH:3]=[CH:4][C:5]([C:6]([C:8]2[CH:13]=[CH:12][CH:11]=[CH:10][CH:9]=2)=[O:7])=[CH:14][CH:15]=1)=[CH2:19] |f:2.3.4|. Procedure: A mixture of 650 g of 4-hydroxybenzophenone (98% by weight, Avocado, Research Chemicals Ltd.), 750 ml of N-methylpyrrolidone (>99% by weight, BASF AG) and 60 g of zinc naphthenate (Nusa; zinc salts of naphthenic acids, zinc content 12% by weight) was charged with stirring to a 2.5 l autoclave and flushed with nitrogen. After it had been heated to 190° C., injection was carried out first with nitrogen to 2 bar and then with acetylene to 20 bar. During the reaction, further acetylene was supplied ... The product is CC1=CC2=C(OC(O2)(C(=O)OCC)C2=CC=CC=C2)C=C1 (Ethyl 5-methyl-2-phenyl-1,3-benzodioxole-2-carboxylate). Solvent: C(C)OCC (diethyl ether), C1=CC=CC=C1 (benzene). Reaction SMILES: [C:1]([C:9]([O:11][CH2:12][CH3:13])=[O:10])(=[O:8])[C:2]1[CH:7]=[CH:6][CH:5]=[CH:4][CH:3]=1.P(Cl)(Cl)(Cl)(Cl)Cl.[CH3:20][C:21]1[CH:22]=[C:23]([OH:28])[C:24](=[CH:26][CH:27]=1)O.Cl>C1C=CC=CC=1.C(OCC)C>[CH3:20][C:21]1[CH:27]=[CH:26][C:24]2[O:8][C:1]([C:2]3[CH:7]=[CH:6][CH:5]=[CH:4][CH:3]=3)([C:9]([O:11][CH2:12][CH3:13])=[O:10])[O:28][C:23]=2[CH:22]=1. Reactants: Cl (HCl), C(C1=CC=CC=C1)(=O)C(=O)OCC (ethyl benzoylformate), P(Cl)(Cl)(Cl)(Cl)Cl (PCl5), dichloride, CC=1C=C(C(O)=CC1)O (4-methyl-catechol). Reported procedure: To a solution of ethyl benzoylformate (520 mg, 2.92 mmoL) in dry benzene 5 mL) was added PCl5 (608 mg, 1.0 equiv). After stirring at reflux for 16 h TLC analysis indicated that all the starting material appeared consumed. The solvent was removed in vacuo and the crude dichloride (Rf=0.61 6:1 hexane/ethyl acetate) was mixed with 4-methyl-catechol (724 mg 2.0 equiv) and heated to 175° C. until HCl evolution ceased (ca. 20 min). The mixture was cooled to rt and the glue-like material was dissolved ... The yield is 15.7%. The reactants are FC=1C=C(C=CC1[N+](=O)[O-])C(C(=O)OCC)(C(=O)OCC)C (diethyl 2-(3-fluoro-4-nitrophenyl)-2-methylmalonate), [Cl-].[Na+] (sodium chloride), CS(=O)C (dimethyl sulfoxide). Run in O (water), C(C)(=O)OCC (ethyl acetate). The product is FC=1C=C(C=CC1[N+](=O)[O-])C(C(=O)OCC)C (ethyl 2-(3-fluoro-4-nitrophenyl)propionate). As a reaction SMILES: [F:1][C:2]1[CH:3]=[C:4]([C:11](C)([C:17](OCC)=O)[C:12]([O:14][CH2:15][CH3:16])=[O:13])[CH:5]=[CH:6][C:7]=1[N+:8]([O-:10])=[O:9].[Cl-].[Na+].CS(C)=O>O.C(OCC)(=O)C>[F:1][C:2]1[CH:3]=[C:4]([CH:11]([CH3:17])[C:12]([O:14][CH2:15][CH3:16])=[O:13])[CH:5]=[CH:6][C:7]=1[N+:8]([O-:10])=[O:9] |f:1.2|. Reported procedure: A mixture of 100 millimoles of diethyl 2-(3-fluoro-4-nitrophenyl)-2-methylmalonate, 110 millimoles of sodium chloride and 50 milliliters of dimethyl sulfoxide is heated under nitrogen at about 130° to 180° C. for about 6 hours. On cooling the mixture is diluted with 100 milliliters of water and 100 milliliters of ethyl acetate. The layers are separated and the organic layer is washed two times with 25 milliliters of water. After drying over disodium sulfate the organic layer is concentrated in v... Starting materials: CC(C)c1cc(C#N)cc2nc(-c3ccc(C(=O)O)cc3)oc12, O=C([O-])O, CCN(C(C)C)C(C)C, ClCCl, NCC1OC(=O)NC1c1ccc(F)c(F)c1, [Na+], O, On1nnc2ccccc21. Product: CC(C)c1cc(C#N)cc2nc(-c3ccc(C(=O)NCC4OC(=O)NC4c4ccc(F)c(F)c4)cc3)oc12. Reaction SMILES: [C:1](#[N:2])[c:3]1[cH:4][c:5]([CH:21]([CH3:22])[CH3:23])[c:6]2[c:7]([n:8][c:9](-[c:11]3[cH:12][cH:13][c:14]([C:15](=[O:16])[OH:17])[cH:18][cH:19]3)[o:10]2)[cH:20]1.[C:63](=[O:64])([OH:65])[O-:66].[CH:35]([N:36]([CH:37]([CH3:38])[CH3:39])[CH2:40][CH3:41])([CH3:42])[CH3:43].[Cl:60][CH2:61][Cl:62].[NH2:44][CH2:45][CH:46]1[CH:47]([c:52]2[cH:53][c:54]([F:59])[c:55]([F:58])[cH:56][cH:57]2)[NH:48][C:49](=[O:51])[O:50]1.[Na+:67].[OH2:24].[OH:25][n:26]1[c:27]2[cH:28][cH:29][cH:30][cH:31][c:32]2[n:33][n:34]1>>[C:1](#[N:2])[c:3]1[cH:4][c:5]([CH:21]([CH3:22])[CH3:23])[c:6]2[c:7]([n:8][c:9](-[c:11]3[cH:12][cH:13][c:14]([C:15](=[O:16])[NH:44][CH2:45][CH:46]4[CH:47]([c:52]5[cH:53][c:54]([F:59])[c:55]([F:58])[cH:56][cH:57]5)[NH:48][C:49](=[O:51])[O:50]4)[cH:18][cH:19]3)[o:10]2)[cH:20]1. Reactants: CO, [Cl-], N#C[K], [NH4+], [Na+], [OH-], O, O=C1CCSCC1. Product: N#CC1(N)CCSCC1, Cl. RXN SMILES: [CH3:16][OH:17].[Cl-:4].[K:1][C:2]#[N:3].[NH4+:5].[Na+:14].[OH-:13].[OH2:15].[S:6]1[CH2:7][CH2:8][C:9](=[O:12])[CH2:10][CH2:11]1>>[C:2](#[N:3])[C:9]1([NH2:5])[CH2:8][CH2:7][S:6][CH2:11][CH2:10]1.[ClH:4]. Reactants: FC=1C(=C(C(=O)O)C=CC1)C (3-fluoro-2-methylbenzoic acid), (1961)]in, CN(C=O)C (dimethylformamide), C([O-])([O-])=O.[K+].[K+] (potassium carbonate), C(C)I (ethyl iodide). Solvent: C1(=CC=CC=C1)C (toluene). Conditions: time 8 hour. Yields the product FC=1C(=C(C(=O)OCC)C=CC1)C (ethyl 3-fluoro-2-methylbenzoate). Isolated yield 93.1%. As a reaction SMILES: [F:1][C:2]1[C:3]([CH3:11])=[C:4]([CH:8]=[CH:9][CH:10]=1)[C:5]([OH:7])=[O:6].CN(C)C=O.C(=O)([O-])[O-].[K+].[K+].[CH2:23](I)[CH3:24]>C1(C)C=CC=CC=1>[F:1][C:2]1[C:3]([CH3:11])=[C:4]([CH:8]=[CH:9][CH:10]=1)[C:5]([O:7][CH2:23][CH3:24])=[O:6] |f:2.3.4|. Procedure details: To a solution of 10 g of 3-fluoro-2-methylbenzoic acid [J. Org. Chem., 26, 3208 (1961)]in 300 ml of dimethylformamide are added 30 g of potassium carbonate and 30 g of ethyl iodide and the mixture is stirred at room temperature for 8 hours. After adding 500 ml of toluene, washing with water and a saturated saline solution and drying over magnesium sulfate, the solvent is distilled off under reduced pressure to give 11 g of ethyl 3-fluoro-2-methylbenzoate (oil). Mass spectrum m/z: 182(M+). The reactants are Cc1ccc(N(C(=O)[O-])C(C)(C)C)cc1Oc1ccc2nc(NC(=O)C3CC3)nn2c1, O=C(O)C(F)(F)F. The product is Cc1ccc(N)cc1Oc1ccc2nc(NC(=O)C3CC3)nn2c1. RXN SMILES: [C:1]([N:5]([C:2](=[O:3])[O-:4])[c:9]1[cH:10][c:11]([O:16][c:17]2[cH:18][cH:19][c:20]3[n:21]([cH:22]2)[n:23][c:24]([NH:26][C:27](=[O:28])[CH:29]2[CH2:30][CH2:31]2)[n:25]3)[c:12]([CH3:15])[cH:13][cH:14]1)([CH3:6])([CH3:7])[CH3:8].[OH:32][C:33]([C:34]([F:35])([F:36])[F:37])=[O:38]>>[NH2:5][c:9]1[cH:10][c:11]([O:16][c:17]2[cH:18][cH:19][c:20]3[n:21]([cH:22]2)[n:23][c:24]([NH:26][C:27](=[O:28])[CH:29]2[CH2:30][CH2:31]2)[n:25]3)[c:12]([CH3:15])[cH:13][cH:14]1. The reactants are BrC=1C(=NC=C(C(=O)NC2=CC=C(C=C2)OC(F)(F)F)C1)N1CC(C1)CO (5-bromo-6-(3-(hydroxymethyl)azetidin-1-yl)-N-(4-(trifluoromethoxy)phenyl)nicotinamide), CC1=NN(C(=C1)B1OC(C(O1)(C)C)(C)C)C1OCCCC1 (3-methyl-1-(tetrahydro-2H-pyran-2-yl)-5-(4,4,5,5-tetramethyl-1,3,2-dioxaborolan-2-yl)-1H-pyrazole). Yields the product OCC1CN(C1)C1=NC=C(C(=O)NC2=CC=C(C=C2)OC(F)(F)F)C=C1C1=CC(=NN1)C (6-(3-(Hydroxymethyl)azetidin-1-yl)-5-(3-methyl-1H-pyrazol-5-yl)-N-(4-(trifluoromethoxy)phenyl)nicotinamide). As a reaction SMILES: Br[C:2]1[C:3]([N:22]2[CH2:25][CH:24]([CH2:26][OH:27])[CH2:23]2)=[N:4][CH:5]=[C:6]([CH:21]=1)[C:7]([NH:9][C:10]1[CH:15]=[CH:14][C:13]([O:16][C:17]([F:20])([F:19])[F:18])=[CH:12][CH:11]=1)=[O:8].[CH3:28][C:29]1[CH:33]=[C:32](B2OC(C)(C)C(C)(C)O2)[N:31](C2CCCCO2)[N:30]=1>>[OH:27][CH2:26][CH:24]1[CH2:25][N:22]([C:3]2[C:2]([C:32]3[NH:31][N:30]=[C:29]([CH3:28])[CH:33]=3)=[CH:21][C:6]([C:7]([NH:9][C:10]3[CH:15]=[CH:14][C:13]([O:16][C:17]([F:20])([F:19])[F:18])=[CH:12][CH:11]=3)=[O:8])=[CH:5][N:4]=2)[CH2:23]1. Procedure details: The title compound was prepared in an analogous fashion to that described in Example 41 using 5-bromo-6-(3-(hydroxymethyl)azetidin-1-yl)-N-(4-(trifluoromethoxy)phenyl)nicotinamide (Stage 39.1) and 3-methyl-1-(tetrahydro-2H-pyran-2-yl)-5-(4,4,5,5-tetramethyl-1,3,2-dioxaborolan-2-yl)-1H-pyrazole (Stage 41.1) to afford a beige lyophilizate. HPLC (Condition 7) tR=5.488 min, UPLC-MS (Condition 3) tR=0.89 min, m/z=448.1 [M+H]+; 1H-NMR (400 MHz, DMSO-d6) δ ppm 2.27 (s, 3H) 2.56-2.69 (m, 1H) 3.46 (d, J=... Reactants: O=C([O-])[O-], COC(=O)Nc1ccc(CCOS(C)(=O)=O)cc1, CC#N, [K+], [K+], O=Cc1ccc(O)cc1. Product: COC(=O)Nc1ccc(CCOc2ccc(C=O)cc2)cc1. As a reaction SMILES: [C:28](=[O:29])([O-:30])[O-:31].[CH3:1][S:2](=[O:3])(=[O:4])[O:5][CH2:6][CH2:7][c:8]1[cH:9][cH:10][c:11]([NH:14][C:15](=[O:16])[O:17][CH3:18])[cH:12][cH:13]1.[CH3:34][C:35]#[N:36].[K+:32].[K+:33].[OH:19][c:20]1[cH:21][cH:22][c:23]([CH:24]=[O:25])[cH:26][cH:27]1>>[O:5]([CH2:6][CH2:7][c:8]1[cH:9][cH:10][c:11]([NH:14][C:15](=[O:16])[O:17][CH3:18])[cH:12][cH:13]1)[c:20]1[cH:21][cH:22][c:23]([CH:24]=[O:25])[cH:26][cH:27]1.